Dataset: the Open Reaction Database (ORD), a public repository of structured organic reaction records. Task: describe an organic reaction: reactants, conditions, products, and yield Reactants: S(=O)(Cl)Cl (thionyl chloride), CO (methanol), NC1=C(C(=O)O)C=CC=C1[N+](=O)[O-] (2-Amino-3-nitrobenzoic acid). Product: NC1=C(C(=O)OC)C=CC=C1[N+](=O)[O-] (Methyl 2-amino-3-nitrobenzoate). As a reaction SMILES: [NH2:1][C:2]1[C:10]([N+:11]([O-:13])=[O:12])=[CH:9][CH:8]=[CH:7][C:3]=1[C:4]([OH:6])=[O:5].S(Cl)(Cl)=O.[CH3:18]O>>[NH2:1][C:2]1[C:10]([N+:11]([O-:13])=[O:12])=[CH:9][CH:8]=[CH:7][C:3]=1[C:4]([O:6][CH3:18])=[O:5]. Procedure details: 18 g (99 mmol) of the compound from Example 1 b) are stirred under reflux in 200 ml of methanol with 20 ml of thionyl chloride for 48 h. The reaction solution is evaporated in a rotary evaporator, the residue is taken up in 400 ml of satd. Na2CO3 solution, the solution is extracted 3 times with EA, and the combined organic phases are washed with dilute Na2CO3 solution and satd. NaCl solution, dried over Na2SO4 and concentrated. Chromatography on SiO2 with EA/Hep 9:1 and 7:3 yields 11.5 g of the ...